Dataset: the Open Reaction Database (ORD), a public repository of structured organic reaction records. Task: describe an organic reaction: reactants, conditions, products, and yield Reactants: CC(C)(C)N, CC(C)(C)O, c1cc(-c2cnns2)ccc1OCC1CO1. The product is CC(C)(C)NCC(O)COc1ccc(-c2cnns2)cc1. RXN SMILES: [C:17]([CH3:18])([CH3:19])([CH3:20])[NH2:21].[C:22]([OH:23])([CH3:24])([CH3:25])[CH3:26].[O:1]1[CH:2]([CH2:3][O:4][c:5]2[cH:6][cH:7][c:8](-[c:11]3[cH:12][n:13][n:14][s:15]3)[cH:9][cH:10]2)[CH2:16]1>>[OH:1][CH:2]([CH2:3][O:4][c:5]1[cH:6][cH:7][c:8](-[c:11]2[cH:12][n:13][n:14][s:15]2)[cH:9][cH:10]1)[CH2:16][NH:21][C:17]([CH3:18])([CH3:19])[CH3:20]. The reactants are NC1=CC=C(C(=O)O)C=C1 (p-amino benzoic acid), CC1(CC(=O)C=2C=CC=CC2C1=O)S(=O)(=O)[O-].O.O.O.[Na+] (menadione sodium bisulfite). The solvent is aqueous solution, Cl (hydrochloric acid). Run at temperature 5 celsius. The product is CC1=CC(=O)C=2C=CC=CC2C1=O.S([O-])(O)=O.NC1=CC=C(C(=O)O)C=C1 (Menadione bisulfite p-amino benzoic acid). RXN SMILES: [NH2:1][C:2]1[CH:10]=[CH:9][C:5]([C:6]([OH:8])=[O:7])=[CH:4][CH:3]=1.[CH3:11][C:12]1([S:24]([O-:27])(=[O:26])=[O:25])[C:22](=[O:23])[C:21]2[CH:20]=[CH:19][CH:18]=[CH:17][C:16]=2[C:14](=[O:15])[CH2:13]1.O.O.O.[Na+]>Cl>[CH3:11][C:12]1[C:22](=[O:23])[C:21]2[CH:20]=[CH:19][CH:18]=[CH:17][C:16]=2[C:14](=[O:15])[CH:13]=1.[S:24](=[O:25])([OH:27])[O-:26].[NH2:1][C:2]1[CH:10]=[CH:9][C:5]([C:6]([OH:8])=[O:7])=[CH:4][CH:3]=1 |f:1.2.3.4.5,7.8.9|. Procedure: 10 g of p-amino benzoic acid were dissolved in 65 g of an 8.5% aqueous solution of hydrochloric acid. To this solution, 25 g of powdery menadione sodium bisulfite was added. After this addition, the solution was cooled to 5° C.; a white precipitate was obtained, which, after filtering, washing and vacuum drying, weighed 24 g. The reactants are C(C)(C)(C)[Si](O[C@@H]1C[C@H](CC1)N1C(N(CC=2C1=NC(=NC2)NC2=CC=CC=C2)C2=CC=C(C=C2)OC)=O)(C)C ((−)-(1S,3S)-1-[3-(tert-butyl-dimethyl-silanyloxy)-cyclopentyl]-3-(4-methoxy-phenyl)-7-phenylamino-3,4-dihydro-1H-pyrimido[4,5-d]pyrimidin-2-one). Run in FC(C(=O)O)(F)F (trifluoroacetic acid), ClCCl (dichloromethane), O (water). Conditions: time 30 minute. The product is O[C@@H]1C[C@H](CC1)N1C(N(CC=2C1=NC(=NC2)NC2=CC=CC=C2)C2=CC=C(C=C2)OC)=O ((−)-(1S,3S)-1-(3-hydroxy-cyclopentyl)-3-(4-methoxy-phenyl)-7-phenylamino-3,4-dihydro-1H-pyrimido[4,5-d]pyrimidin-2-one). Reaction SMILES: C([Si](C)(C)[O:6][C@H:7]1[CH2:11][CH2:10][C@H:9]([N:12]2[C:17]3=[N:18][C:19]([NH:22][C:23]4[CH:28]=[CH:27][CH:26]=[CH:25][CH:24]=4)=[N:20][CH:21]=[C:16]3[CH2:15][N:14]([C:29]3[CH:34]=[CH:33][C:32]([O:35][CH3:36])=[CH:31][CH:30]=3)[C:13]2=[O:37])[CH2:8]1)(C)(C)C>FC(F)(F)C(O)=O.ClCCl.O>[OH:6][C@H:7]1[CH2:11][CH2:10][C@H:9]([N:12]2[C:17]3=[N:18][C:19]([NH:22][C:23]4[CH:24]=[CH:25][CH:26]=[CH:27][CH:28]=4)=[N:20][CH:21]=[C:16]3[CH2:15][N:14]([C:29]3[CH:30]=[CH:31][C:32]([O:35][CH3:36])=[CH:33][CH:34]=3)[C:13]2=[O:37])[CH2:8]1. Procedure: (−)-(1S,3S)-1-[3-(tert-Butyl-dimethyl-silanyloxy)-cyclopentyl]-3-(4-methoxy-phenyl)-7-phenylamino-3,4-dihydro-1H-pyrimido[4,5-d]pyrimidin-2-one (445 mg, 0.82 mmol) (from Example 29g supra) was dissolved in a 25% trifluoroacetic acid in dichloromethane solution (5 mL) and water (300 μL) at 0° C. After stirring for 30 minutes the mixture was partitioned between ethyl acetate and 1 N aqueous sodium hydroxide and the pH of the aqueous layer was adjusted to 12 via the addition of solid sodium hydroxi... Reactants: [Cl-].[NH4+] (ammonium chloride), NC1=C(C=C(C=C1)C(F)(F)F)[N+](=O)[O-] (4-amino-3-nitrobenzotrifluoride), [H-].[Na+] (sodium hydride), C1(=CC=CC=C1)S(=O)(=O)Cl (benzenesulfonylchloride). The solvent is THF sodium hydride. Conditions: time 30 minute. Yields the product C1(=CC=CC=C1)S(=O)(=O)NC1=C(C=C(C=C1)C(F)(F)F)[N+](=O)[O-] (4-phenylsulfonylamino-3-nitrobenzotrifluoride). The yield is 93.6%. Reaction SMILES: [NH2:1][C:2]1[CH:7]=[CH:6][C:5]([C:8]([F:11])([F:10])[F:9])=[CH:4][C:3]=1[N+:12]([O-:14])=[O:13].[C:15]1([S:21](Cl)(=[O:23])=[O:22])[CH:20]=[CH:19][CH:18]=[CH:17][CH:16]=1.[H-].[Na+].[Cl-].[NH4+]>>[C:15]1([S:21]([NH:1][C:2]2[CH:7]=[CH:6][C:5]([C:8]([F:11])([F:10])[F:9])=[CH:4][C:3]=2[N+:12]([O-:14])=[O:13])(=[O:23])=[O:22])[CH:20]=[CH:19][CH:18]=[CH:17][CH:16]=1 |f:2.3,4.5|. Procedure details: To a solution of 4-amino-3-nitrobenzotrifluoride (3.09 g) in THF sodium hydride (660 mg) was added. The mixture was stirred for 30 minutes at room temperature. After stirring, benzenesulfonylchloride (3.18 g) was added thereto. The mixture was stirred for 2 hours at room temperature. In addition, sodium hydride (420 mg) was added thereto. The mixture was stirred for 1 hour. The reaction mixture was acidified by adding an aqueous solution of ammonium chloride and extracted with ethyl acetate. The... Starting materials: NC1=NC=CC=C1N (2,3-Diaminopyridine), COC1=C(C=C(C(=O)O)C=C1)[N+](=O)[O-] (4-methoxy-3-nitro benzoic acid). Run in P(=O)(Cl)(Cl)Cl (phosphorous oxychloride). Run at time 8 hour. The product is N1=C(NC2=NC=CC=C21)C=2C=CC(=C(C2)[N+](=O)[O-])OC (5-(3H-imidazo[4,5-b]pyridin-2-yl)-2-methoxy-nitrobenzene). The yield is 86.3%. As a reaction SMILES: [NH2:1][C:2]1[C:7]([NH2:8])=[CH:6][CH:5]=[CH:4][N:3]=1.[CH3:9][O:10][C:11]1[CH:19]=[CH:18][C:14]([C:15](O)=O)=[CH:13][C:12]=1[N+:20]([O-:22])=[O:21]>P(Cl)(Cl)(Cl)=O>[N:8]1[C:7]2[C:2](=[N:3][CH:4]=[CH:5][CH:6]=2)[NH:1][C:15]=1[C:14]1[CH:18]=[CH:19][C:11]([O:10][CH3:9])=[C:12]([N+:20]([O-:22])=[O:21])[CH:13]=1. Reported procedure: 2,3-Diaminopyridine (10 g, 91.6 mmol) and 18.07 g of 4-methoxy-3-nitro benzoic acid were mixed together, and the mixture was added in portions to 200 mL of phosphorous oxychloride at. room temperature. The resulting mixture was heated to reflux for 4 hours, and then cooled to room temperature and allowed to stir overnight. The reaction was rotary evaporated in vacuo, and the residue was carefully quenched with saturated sodium bicarbonate solution, filtered, and dried on the vacuum filter overni...